Dataset: the Open Reaction Database (ORD), a public repository of structured organic reaction records. Task: describe an organic reaction: reactants, conditions, products, and yield Procedure: To a solution of butylbenzene (4.13 g, 30.8 mmol) in CHCl3 (50 mL) was added chlorosulfonic acid (17 mL, 29.8 g, 256 mmol) and the mixture was stirred at rt for 20 h. The mixture was poured on ice (200 mL) and extracted with EtOAc (3×100 mL). The combined extracts were washed with water, a solution of NaHCO3, and water, dried (Na2SO4), and concentrated in vacuo. The yellow oily residue (ca 88% yield) was used without further purification in the next reaction; 1H NMR (300 MHz, CDCl3) δ 0.94 (t, 3... Starting materials: C(CCC)C1=CC=CC=C1 (butylbenzene), ClS(=O)(=O)O (chlorosulfonic acid). The product is C(CCC)C1=CC=C(C=C1)S(=O)(=O)Cl (p-Butylbenzenesulfonyl Chloride). Reaction SMILES: [CH2:1]([C:5]1[CH:10]=[CH:9][CH:8]=[CH:7][CH:6]=1)[CH2:2][CH2:3][CH3:4].[Cl:11][S:12](O)(=[O:14])=[O:13]>C(Cl)(Cl)Cl>[CH2:1]([C:5]1[CH:10]=[CH:9][C:8]([S:12]([Cl:11])(=[O:14])=[O:13])=[CH:7][CH:6]=1)[CH2:2][CH2:3][CH3:4]. Conditions: time 20 hour. The yield is 88.0%. The solvent is C(Cl)(Cl)Cl (CHCl3). Reactants: CCCCCNCCCCC, CN(C)C=O, O=C1c2c(Cl)cccc2-n2cnc(-c3noc(CCl)n3)c2C2CCN12. Product: CCCCCN(CCCCC)Cc1nc(-c2ncn3c2C2CCN2C(=O)c2c(Cl)cccc2-3)no1. As a reaction SMILES: [CH2:26]([CH2:27][CH2:28][CH2:29][CH3:30])[NH:31][CH2:32][CH2:33][CH2:34][CH2:35][CH3:36].[CH3:37][N:38]([CH3:39])[CH:40]=[O:41].[Cl:1][c:2]1[cH:3][cH:4][cH:5][c:6]2[c:7]1[C:8](=[O:25])[N:9]1[CH:10]([c:11]3[n:12]-2[cH:13][n:14][c:15]3-[c:16]2[n:17][o:18][c:19]([CH2:21][Cl:22])[n:20]2)[CH2:23][CH2:24]1>>[Cl:1][c:2]1[cH:3][cH:4][cH:5][c:6]2[c:7]1[C:8](=[O:25])[N:9]1[CH:10]([c:11]3[n:12]-2[cH:13][n:14][c:15]3-[c:16]2[n:17][o:18][c:19]([CH2:21][N:31]([CH2:26][CH2:27][CH2:28][CH2:29][CH3:30])[CH2:32][CH2:33][CH2:34][CH2:35][CH3:36])[n:20]2)[CH2:23][CH2:24]1. Starting materials: FC1=C(C=C(C=C1)Cl)[N+](=O)[O-] (2-Fluoro-5-chloronitrobenzene), O1C(CCCC1)CN (tetrahydropyran methyl amine), C(C)(C)N(C(C)C)CC (N,N-diisopropylethylamine), CS(=O)C (dimethylsulfoxide). Reaction SMILES: F[C:2]1[CH:7]=[CH:6][C:5]([Cl:8])=[CH:4][C:3]=1[N+:9]([O-:11])=[O:10].[O:12]1[CH2:17][CH2:16][CH2:15][CH2:14][CH:13]1CN.[CH:20]([N:23](CC)C(C)C)(C)C.CS(C)=O>O>[Cl:8][C:5]1[CH:6]=[CH:7][C:2]([NH:23][CH2:20][CH:15]2[CH2:14][CH2:13][O:12][CH2:17][CH2:16]2)=[C:3]([N+:9]([O-:11])=[O:10])[CH:4]=1. Solvent: O (water). Reported procedure: 2-Fluoro-5-chloronitrobenzene (0.762 g; 4.341 mmol), tetrahydropyran methyl amine (0.5 g; 4.341 mmol), N,N-diisopropylethylamine (0.756 mL; 4.341 mmol) and dimethylsulfoxide (2 mL) are heated at 80° C. in an oil bath for 4 days. After this time the reaction is cooled to room temperature, diluted with water and extracted with ethyl acetate. The combined organics are washed with water and brine and concentrated in vacuo to afford title compound as an orange oil which solidified upon standing and w... The product is ClC1=CC(=C(C=C1)NCC1CCOCC1)[N+](=O)[O-] ((4-chloro-2-nitro-phenyl)-(tetrahydro-pyran-4-ylmethyl)-amine). The reactants are NS(=O)(=O)C1=CC=C(C=C1)C=C1C(=C(C2=CC(=CC=C12)OC)CC(=O)O)C (1-(4-aminosulfonylphenyl)methylene-5-methoxy-2-methyl-1H-3-indenyl acetic acid), O.C=1(C(=CC=CC1)S(=O)(=O)O)C (toluenesulfonic acid monohydrate). The solvent is CO (methanol). Product: NS(=O)(=O)C1=CC=C(C=C1)C=C1C(=C(C2=CC(=CC=C12)OC)CC(=O)OC)C (methyl 1-(4-aminosulfonylphenyl)methylene-5-methoxy-2-methyl-1H-3-indenylacetate). The yield is 202.4%. RXN SMILES: [NH2:1][S:2]([C:5]1[CH:10]=[CH:9][C:8]([CH:11]=[C:12]2[C:20]3[C:15](=[CH:16][C:17]([O:21][CH3:22])=[CH:18][CH:19]=3)[C:14]([CH2:23][C:24]([OH:26])=[O:25])=[C:13]2[CH3:27])=[CH:7][CH:6]=1)(=[O:4])=[O:3].O.[C:29]1(C)C(S(O)(=O)=O)=CC=CC=1>CO>[NH2:1][S:2]([C:5]1[CH:6]=[CH:7][C:8]([CH:11]=[C:12]2[C:20]3[C:15](=[CH:16][C:17]([O:21][CH3:22])=[CH:18][CH:19]=3)[C:14]([CH2:23][C:24]([O:26][CH3:29])=[O:25])=[C:13]2[CH3:27])=[CH:9][CH:10]=1)(=[O:3])=[O:4] |f:1.2|. Procedure: A solution of the E acid 3a (950 mg) and toluenesulfonic acid monohydrate (200 mg) in methanol (60 ml) was refluxed for 1-2 hours. The solution was filtered and the filtrate was concentrated to 30 ml. After cooling at 0° to 5° for 1 hour, the crystals were collected and dried. The crude ester was recrystallized from acetonitrile to give the pure E methyl 1-(4-aminosulfonylphenyl)methylene-5-methoxy-2-methyl-1H-3-indenylacetate 5a (850 mg, 86%): m.p. 169.5°-171.0° C. Starting materials: O1C(=CC=C1)CCC(=O)OCC (Ethyl 3-(2-furyl)propionate), C(=O)OCC (ethyl formate), [H-].[Na+] (sodium hydride). Solvent: COCCOC (1,2-dimethoxyethane). Yields the product C(=O)C(C(=O)OCC)CC=1OC=CC1 (ethyl 2-formyl-3-(2-furyl)propionate). Yield: 75.0%. Reaction SMILES: [O:1]1[CH:5]=[CH:4][CH:3]=[C:2]1[CH2:6][CH2:7][C:8]([O:10][CH2:11][CH3:12])=[O:9].[CH:13](OCC)=[O:14].[H-].[Na+]>COCCOC>[CH:13]([CH:7]([CH2:6][C:2]1[O:1][CH:5]=[CH:4][CH:3]=1)[C:8]([O:10][CH2:11][CH3:12])=[O:9])=[O:14] |f:2.3|. Procedure details: Ethyl 3-(2-furyl)propionate was reacted with 1.1 equivalents ethyl formate and 1.0 equivalents sodium hydride in 1,2-dimethoxyethane at room temperature to give ethyl 2-formyl-3-(2-furyl)propionate as an oil in 75% yield.